This data is from the Open Reaction Database (ORD), a public repository of structured organic reaction records. The task is: describe an organic reaction: reactants, conditions, products, and yield Reactants: O=C(c1ncc[nH]1)c1ncc[nH]1, CCCNCCC, C1CCOC1, COC(=O)c1cc(C(=O)[O-])cc([N+](=O)[O-])c1. The product is CCCN(CCC)C(=O)c1cc(C(=O)OC)cc([N+](=O)[O-])c1. As a reaction SMILES: [C:1]([c:2]1[nH:3][cH:4][cH:5][n:6]1)([c:7]1[nH:8][cH:9][cH:10][n:11]1)=[O:12].[CH2:29]([CH2:30][CH3:31])[NH:32][CH2:33][CH2:34][CH3:35].[CH2:36]1[O:37][CH2:38][CH2:39][CH2:40]1.[N+:13](=[O:14])([O-:15])[c:16]1[cH:17][c:18]([C:26](=[O:27])[O-:28])[cH:19][c:20]([C:21](=[O:22])[O:23][CH3:24])[cH:25]1>>[N+:13](=[O:14])([O-:15])[c:16]1[cH:17][c:18]([C:26](=[O:28])[N:32]([CH2:29][CH2:30][CH3:31])[CH2:33][CH2:34][CH3:35])[cH:19][c:20]([C:21](=[O:22])[O:23][CH3:24])[cH:25]1. The reactants are C(C)(C)N1CCN(CC1)C=1C(=NC(=CC1)[N+](=O)[O-])C (1-isopropyl-4-(2-methyl-6-nitro-pyridin-3-yl)-piperazine). The reagents and catalysts are [Pd] (palladium). The solvent is CO (methanol), CC(OCC)=O (EA). Product: C(C)(C)N1CCN(CC1)C=1C=CC(=NC1C)N (5-(4-Isopropyl-piperazin-1-yl)-6-methyl-pyridin-2-ylamine). The yield is 99.8%. As a reaction SMILES: [CH:1]([N:4]1[CH2:9][CH2:8][N:7]([C:10]2[C:11]([CH3:19])=[N:12][C:13]([N+:16]([O-])=O)=[CH:14][CH:15]=2)[CH2:6][CH2:5]1)([CH3:3])[CH3:2]>CO.CC(=O)OCC.[Pd]>[CH:1]([N:4]1[CH2:5][CH2:6][N:7]([C:10]2[CH:15]=[CH:14][C:13]([NH2:16])=[N:12][C:11]=2[CH3:19])[CH2:8][CH2:9]1)([CH3:3])[CH3:2]. Reported procedure: Stir 1-isopropyl-4-(2-methyl-6-nitro-pyridin-3-yl)-piperazine (2.52 g) and palladium over carbon 10% (600 mg) in methanol (38 mL) and EA (38 mL) under H2 (balloon) overnight. Filter over a celite pad and remove the solvent under vacuum. Purify by silica gel column chromatography eluting with DCM/methanol (0-10%) to afford 2.23 g of the title compound. MS (ES+): m/z=143 (M+H)+. Starting materials: S1CNC2=C1C=CC=C2 (2,3-dihydro-1,3-benzothiazole), NC1=C(C=CC=C1)S (2-aminobenzenethiol), C=O (formalin), C(C)(C)(C)C=1C=C(C(=O)Cl)C=C(C1OC)C#N (3-t-butyl-5-cyano-4-methoxybenzoyl chloride). Run in C(Cl)(Cl)Cl (chloroform), C(C)N(CC)CC (triethylamine). Run at time 1 hour. Yields the product C(C)(C)(C)C=1C=C(C(=O)N2CSC3=C2C=CC=C3)C=C(C1OC)C#N (3-(3-t-butyl-5-cyano-4-methoxybenzoyl)-2,3-dihydro-1,3-benzothiazole). Reaction SMILES: [S:1]1[C:5]2[CH:6]=[CH:7][CH:8]=[CH:9][C:4]=2[NH:3][CH2:2]1.NC1C=CC=CC=1S.C=O.[C:20]([C:24]1[CH:25]=[C:26]([CH:30]=[C:31]([C:35]#[N:36])[C:32]=1[O:33][CH3:34])[C:27](Cl)=[O:28])([CH3:23])([CH3:22])[CH3:21]>C(Cl)(Cl)Cl.C(N(CC)CC)C>[C:20]([C:24]1[CH:25]=[C:26]([CH:30]=[C:31]([C:35]#[N:36])[C:32]=1[O:33][CH3:34])[C:27]([N:3]1[C:4]2[CH:9]=[CH:8][CH:7]=[CH:6][C:5]=2[S:1][CH2:2]1)=[O:28])([CH3:23])([CH3:21])[CH3:22]. Procedure details: 2,3-dihydro-1,3-benzothiazole synthesized from 2-aminobenzenethiol (943 mg) and 37% formalin (0.57 mL) in the same manner as in Example 1 was dissolved in chloroform (15 mL), and triethylamine (1.04 mL) and 3-t-butyl-5-cyano-4-methoxybenzoyl chloride (630 mg) was added to the solution, and then the mixture was stirred at room temperature for 1 hour. The solvent was distilled off under reduced pressure and water was added, and then the mixture was extracted with ethyl acetate. The organic layer w... Reactants: Cc1nc2ccccc2[nH]1, CCn1c(CO)nc2c(N3CCOCC3)nc(Cl)nc21. As a reaction SMILES: [CH3:21][c:22]1[nH:23][c:24]2[c:25]([n:26]1)[cH:27][cH:28][cH:29][cH:30]2.[Cl:1][c:2]1[n:3][c:4]([N:15]2[CH2:16][CH2:17][O:18][CH2:19][CH2:20]2)[c:5]2[n:6][c:7]([CH2:13][OH:14])[n:8]([CH2:11][CH3:12])[c:9]2[n:10]1>>[c:2]1(-[n:23]2[c:22]([CH3:21])[n:26][c:25]3[c:24]2[cH:30][cH:29][cH:28][cH:27]3)[n:3][c:4]([N:15]2[CH2:16][CH2:17][O:18][CH2:19][CH2:20]2)[c:5]2[n:6][c:7]([CH2:13][OH:14])[n:8]([CH2:11][CH3:12])[c:9]2[n:10]1. The product is CCn1c(CO)nc2c(N3CCOCC3)nc(-n3c(C)nc4ccccc43)nc21. The reactants are NC=1C=C(C(=O)OC)C=CC1F (methyl 3-amino-4-fluorobenzoate), N=1C=C(N2C1C=CC=C2)C(=O)Cl (imidazo[1,2-a]pyridine-3-carbonyl chloride), O (water), Cl (HCl). The solvent is N1=CC=CC=C1 (pyridine). The product is FC1=C(C=C(C(=O)OC)C=C1)NC(=O)C1=CN=C2N1C=CC=C2 (Methyl 4-fluoro-3-(imidazo[1,2-a]pyridine-3-carboxamido)benzoate). RXN SMILES: [NH2:1][C:2]1[CH:3]=[C:4]([CH:9]=[CH:10][C:11]=1[F:12])[C:5]([O:7][CH3:8])=[O:6].[N:13]1[CH:14]=[C:15]([C:22](Cl)=[O:23])[N:16]2[CH:21]=[CH:20][CH:19]=[CH:18][C:17]=12.Cl.O>N1C=CC=CC=1>[F:12][C:11]1[CH:10]=[CH:9][C:4]([C:5]([O:7][CH3:8])=[O:6])=[CH:3][C:2]=1[NH:1][C:22]([C:15]1[N:16]2[CH:21]=[CH:20][CH:19]=[CH:18][C:17]2=[N:13][CH:14]=1)=[O:23]. Procedure details: A solution of methyl 3-amino-4-fluorobenzoate (5 g, 29.6 mmol) in pyridine (200 ml) was treated with imidazo[1,2-a]pyridine-3-carbonyl chloride.HCl (step 1) (6.43 g, 29.6 mmol) and the mixture was stirred at RT for 2 days. The mixture was poured into water (30 ml) and a small exotherm was observed. After cooling to RT, the resulting precipitate was filtered and dried in a vacuum oven to afford the title compound; The reactants are ClC1=CC=C2C(NC(=NC2=C1)C1=CC=CC=C1)=O (7-Chloro-2-phenylquinazolin-4(3H)-one), crude material. Solvent: C(Cl)(Cl)Cl (CHCl3), O=P(Cl)(Cl)Cl (POCl3). Conditions: temperature 50 celsius, time 24 hour. Yields the product ClC1=CC=C2C=NC(=NC2=C1)C1=CC=CC=C1 (7-Chloro-2-phenylquinazoline). RXN SMILES: [Cl:1][C:2]1[CH:11]=[C:10]2[C:5]([C:6](=O)[NH:7][C:8]([C:12]3[CH:17]=[CH:16][CH:15]=[CH:14][CH:13]=3)=[N:9]2)=[CH:4][CH:3]=1>O=P(Cl)(Cl)Cl.C(Cl)(Cl)Cl>[Cl:1][C:2]1[CH:11]=[C:10]2[C:5]([CH:6]=[N:7][C:8]([C:12]3[CH:17]=[CH:16][CH:15]=[CH:14][CH:13]=3)=[N:9]2)=[CH:4][CH:3]=1. Reported procedure: 7-Chloro-2-phenylquinazolin-4(3H)-one (40 mg, 0.16 mmol) was suspended in POCl3 (2 mL) and heated to 50° C. with stirring for 24 h. Later the reaction was heated to 90° C. for 16 h. With minimum exposure to moisture, the crude mixture was evaporated to dryness under reduced pressure and treated with 2 M NH3/i-PrOH (8 mL) with cooling on ice-H2O bath under Ar. The mixture was partitioned between DCM and H2O and the organic layer was washed (H2O, satd NaHCO3 and brine), dried (Na2SO4) to afford cr...